This data is from the Open Reaction Database (ORD), a public repository of structured organic reaction records. The task is: describe an organic reaction: reactants, conditions, products, and yield Starting materials: C(C1=CC=CC=C1)N1C=NC=C1CC(C(CC)=O)C(CC)=O (4-(3-benzyl-3H-imidazol-4-ylmethyl)-heptane-3,5-dione), C(CC)NN (propylhydrazine). Product: C(C1=CC=CC=C1)N1C=NC=C1CC=1C(=NN(C1CC)CCC)CC (4-(3-Benzyl-3H-imidazol-4-ylmethyl)-3,5-diethyl-1-propyl-1H-pyrazole). As a reaction SMILES: [CH2:1]([N:8]1[C:12]([CH2:13][CH:14]([C:19](=O)[CH2:20][CH3:21])[C:15](=O)[CH2:16][CH3:17])=[CH:11][N:10]=[CH:9]1)[C:2]1[CH:7]=[CH:6][CH:5]=[CH:4][CH:3]=1.[CH2:23]([NH:26][NH2:27])[CH2:24][CH3:25]>>[CH2:1]([N:8]1[C:12]([CH2:13][C:14]2[C:19]([CH2:20][CH3:21])=[N:27][N:26]([CH2:23][CH2:24][CH3:25])[C:15]=2[CH2:16][CH3:17])=[CH:11][N:10]=[CH:9]1)[C:2]1[CH:7]=[CH:6][CH:5]=[CH:4][CH:3]=1. Reported procedure: 4-(3-Benzyl-3H-imidazol-4-ylmethyl)-3,5-diethyl-1-propyl-1H-pyrazole was prepared from 4-(3-benzyl-3H-imidazol-4-ylmethyl)-heptane-3,5-dione and propylhydrazine in analogy to Example 55 b): off-white solid; MS (ISP): 337.1 ((M+H)+.). The reactants are CN(C(=O)[C@H]1CN(CCC1)C(=O)OC(C)(C)C)C ((R)-tert-butyl 3-(dimethylcarbamoyl)piperidine-1-carboxylate), Cl (hydrogen chloride). Run in CO (methanol), CO (methanol). Run at time 2 hour. Yields the product Cl.CN(C(=O)[C@H]1CNCCC1)C ((R)—N,N-dimethylpiperidine-3-carboxamide hydrochloride). Isolated yield 90.0%. RXN SMILES: [CH3:1][N:2]([CH3:18])[C:3]([C@@H:5]1[CH2:10][CH2:9][CH2:8][N:7](C(OC(C)(C)C)=O)[CH2:6]1)=[O:4].[ClH:19]>CO>[ClH:19].[CH3:1][N:2]([CH3:18])[C:3]([C@@H:5]1[CH2:10][CH2:9][CH2:8][NH:7][CH2:6]1)=[O:4] |f:3.4|. Reported procedure: To a solution of (R)-tert-butyl 3-(dimethylcarbamoyl)piperidine-1-carboxylate (9 g, 35.15 mmol) in methanol (20 mL) at 0° C. was added hydrogen chloride in methanol (50 mL). The reaction mixture was stirred at room temperature for 2 h. The solvent was evaporated in vacuo to afford (R)—N,N-dimethylpiperidine-3-carboxamide hydrochloride (7 g, 90%). MS (ES+APCI) [(M-2HCl)+H] 157.1; LCMS retention time: 6.36 min (Method F1). The reactants are [N+](=[N-])=C (diazomethane), N[C@@H](CC#CCNC(=O)OC(C)(C)C)C(=O)O (1-amino-1-(S)-carboxy-5-(t-butoxycarbonylamino)-3-pentyne). Run in C(C)O (ethanol), CCOCC (ether). Product: N[C@@H](CC#CCNC(=O)OC(C)(C)C)C(=O)OC (1-amino-1-(s)-methoxycarbonyl-5-(t-butoxycarbonylamino)-3-pentyne). Reaction SMILES: [N+](=[CH2:3])=[N-].[NH2:4][C@H:5]([C:18]([OH:20])=[O:19])[CH2:6][C:7]#[C:8][CH2:9][NH:10][C:11]([O:13][C:14]([CH3:17])([CH3:16])[CH3:15])=[O:12]>CCOCC.C(O)C>[NH2:4][C@H:5]([C:18]([O:20][CH3:3])=[O:19])[CH2:6][C:7]#[C:8][CH2:9][NH:10][C:11]([O:13][C:14]([CH3:17])([CH3:15])[CH3:16])=[O:12]. Reported procedure: Titrate a solution of diazomethane in ether into a solution of 1-amino-1-(S)-carboxy-5-(t-butoxycarbonylamino)-3-pentyne (4 g) in ethanol (200 ml) until a yellow color remains. Evaporate the solvent to obtain 1-amino-1-(s)-methoxycarbonyl-5-(t-butoxycarbonylamino)-3-pentyne. Reactants: C1(CCCC1)CN1C[C@@H](CC1)N(C(OC(C)(C)C)=O)C1=NC=C(C=C1)\C=C\C(NOC1OCCCC1)=O (tert-butyl [(3R)-1-(cyclopentylmethyl)-3-pyrrolidinyl](5-{(1E)-3-oxo-3-[(tetrahydro-2H-pyran-2-yloxy)amino]-1-propen-1-yl}-2-pyridinyl)carbamate), CO.Cl (hydrogen chloride methanol). The solvent is CO (MeOH). Conditions: time 1 hour. Product: Cl.Cl.C1(CCCC1)CN1C[C@@H](CC1)NC1=CC=C(C=N1)/C=C/C(=O)NO ((2E)-3-(6-{[(3R)-1-(cyclopentylmethyl)-3-pyrrolidinyl]amino}-3-pyridinyl)-N-hydroxyacrylamide dihydrochloride). Yield: 85.0%. As a reaction SMILES: [CH:1]1([CH2:6][N:7]2[CH2:11][CH2:10][C@@H:9]([N:12]([C:20]3[CH:25]=[CH:24][C:23](/[CH:26]=[CH:27]/[C:28](=[O:37])[NH:29][O:30]C4CCCCO4)=[CH:22][N:21]=3)C(=O)OC(C)(C)C)[CH2:8]2)[CH2:5][CH2:4][CH2:3][CH2:2]1.CO.[ClH:40]>CO>[ClH:40].[ClH:40].[CH:1]1([CH2:6][N:7]2[CH2:11][CH2:10][C@@H:9]([NH:12][C:20]3[N:21]=[CH:22][C:23](/[CH:26]=[CH:27]/[C:28]([NH:29][OH:30])=[O:37])=[CH:24][CH:25]=3)[CH2:8]2)[CH2:2][CH2:3][CH2:4][CH2:5]1 |f:1.2,4.5.6|. Procedure: To a solution of tert-butyl [(3R)-1-(cyclopentylmethyl)-3-pyrrolidinyl](5-{(1E)-3-oxo-3-[(tetrahydro-2H-pyran-2-yloxy)amino]-1-propen-1-yl}-2-pyridinyl)carbamate (179 mg, 0.35 mmol) in MeOH (1 mL) was added hydrogen chloride methanol reagent 10 (3 mL, Tokyo Kasei), and the mixture was stirred at ambient temperature for 1 hr. The solvent was removed in vacuo and the residue was dissolved in dioxane (1 mL). To the reaction mixture was added 4N HCl in dioxane (4 mL) and stirred for 1 hr at ambient ... Reactants: C(=CC)N(C=1C=C2C=3C=C(N=CC3NC2=CC1)C1=NC(=NO1)CC)C=CC (6-Dipropenylamino-3-(3-ethyl-1,2,4-oxadiazol-5-yl)-9H-β-carboline), [H-].[Na+] (NaH), BrCCCCl (1-bromo-3-chloropropane). Run in CN(C)C=O (DMF). The product is ClCCCN1C2=CC=C(C=C2C=2C=C(N=CC12)C1=NC(=NO1)CC)N(C=CC)C=CC (9-(3-Chloro-1-propyl)-6-dipropenylamino-3-(3-ethyl-1,2,4-oxadiazol-5-yl)-9H-β-carboline). Isolated yield 28.0%. Reaction SMILES: [CH:1]([N:4]([CH:25]=[CH:26][CH3:27])[C:5]1[CH:6]=[C:7]2[C:15](=[CH:16][CH:17]=1)[NH:14][C:13]1[CH:12]=[N:11][C:10]([C:18]3[O:22][N:21]=[C:20]([CH2:23][CH3:24])[N:19]=3)=[CH:9][C:8]2=1)=[CH:2][CH3:3].[H-].[Na+].Br[CH2:31][CH2:32][CH2:33][Cl:34]>CN(C=O)C>[Cl:34][CH2:33][CH2:32][CH2:31][N:14]1[C:13]2[CH:12]=[N:11][C:10]([C:18]3[O:22][N:21]=[C:20]([CH2:23][CH3:24])[N:19]=3)=[CH:9][C:8]=2[C:7]2[C:15]1=[CH:16][CH:17]=[C:5]([N:4]([CH:1]=[CH:2][CH3:3])[CH:25]=[CH:26][CH3:27])[CH:6]=2 |f:1.2|. Reported procedure: The compound was synthesized by mixing (Compound 18) (1 g, 2.8 mmol), NaH (50% in oil) (0.075 g, 3.1 mmol) and 1-bromo-3-chloropropane (0.44 g, 3.1 mmol) in DMF in the same manner as illustrated in example 3 to give the title compound (0.35 g, 28%). Yield: 138.6%. Run in C1CCOC1 (THF), C(C)(=O)OCC (ethyl acetate), C1CCOC1 (THF). Conditions: temperature -78 celsius, time 30 minute. As a reaction SMILES: [O:1]1[CH2:5][CH2:4][O:3][CH:2]1[C:6]1[CH:7]=[CH:8][C:9]2[O:13][CH:12]=[CH:11][C:10]=2[CH:14]=1.C([Li])CCC.C1C=CC(S(N(S(C2C=CC=CC=2)(=O)=O)[F:30])(=O)=O)=CC=1.O>C1COCC1.C(OCC)(=O)C>[F:30][C:12]1[O:13][C:9]2[CH:8]=[CH:7][C:6]([CH:2]3[O:3][CH2:4][CH2:5][O:1]3)=[CH:14][C:10]=2[CH:11]=1. Yields the product FC=1OC2=C(C1)C=C(C=C2)C2OCCO2 (2-Fluoro-5-[1,3]dioxolan-2-yl-benzofuran). Starting materials: C1=CC=C(C=C1)S(=O)(=O)N(F)S(=O)(=O)C2=CC=CC=C2 (N-fluorodibenzenesulfonamide), O (Water), O1C(OCC1)C=1C=CC2=C(C=CO2)C1 (5-[1,3]Dioxolan-2-yl-benzofuran), C(CCC)[Li] (Butyl lithium). Procedure: 5-[1,3]Dioxolan-2-yl-benzofuran (50 mg, 0.26 mmol) was dissolved in THF (2 mL) and the solution was cooled down to −78° C. Butyl lithium (180 uL, 1.1 eq.) was added dropwise. This mixture was stirred 30 min at 25° C. Then the reaction mixture was cooled down to −78° C. and N-fluorodibenzenesulfonamide (91 mg, 1.1 eq.), dissolved in 1 mL THF, was added dropwise to the reaction mixture. The mixture was stirred overnight between −78° C. and room temperature. Water and ethyl acetate were added to th...